From a dataset of the Open Reaction Database (ORD), a public repository of structured organic reaction records. describe an organic reaction: reactants, conditions, products, and yield As a reaction SMILES: [CH2:1]([O:8][C:9]([NH:11][CH:12]([CH2:17][C:18]1[C:19]([CH2:28]Cl)=[C:20]2[C:24](=[C:25]([Cl:27])[CH:26]=1)[NH:23][N:22]=[CH:21]2)[C:13]([O:15][CH3:16])=[O:14])=[O:10])[C:2]1[CH:7]=[CH:6][CH:5]=[CH:4][CH:3]=1.[CH3:30][O:31][C:32]1[CH:39]=[CH:38][C:35]([CH2:36][NH2:37])=[CH:34][CH:33]=1.C(=O)(O)[O-].[Na+]>C(#N)C>[CH2:1]([O:8][C:9]([NH:11][CH:12]([CH2:17][C:18]1[C:19]([CH2:28][NH:37][CH2:36][C:35]2[CH:38]=[CH:39][C:32]([O:31][CH3:30])=[CH:33][CH:34]=2)=[C:20]2[C:24](=[C:25]([Cl:27])[CH:26]=1)[NH:23][N:22]=[CH:21]2)[C:13]([O:15][CH3:16])=[O:14])=[O:10])[C:2]1[CH:7]=[CH:6][CH:5]=[CH:4][CH:3]=1 |f:2.3|. The yield is 83.3%. Run in C(C)#N (acetonitrile). Procedure details: To a solution of methyl 2-{[(benzyloxy)carbonyl]amino}-3-(7-chloro-4-{chloromethyl}-1H-indazol-5-yl)propanoate (4.3 g, 9.17 mmol) in acetonitrile (100 mL) was added 4-methoxybenzyl amine (2.4 mL, 2.52 g, 18.34 mmol) and the solution stirred at room temperature for several hours. The reaction was poured into a saturated aqueous solution of sodium bicarbonate (500 mL) and the mixture extracted with ethyl acetate. The combined organic extracts were washed once with brine (100 mL), dried over anhydr... Starting materials: C(C1=CC=CC=C1)OC(=O)NC(C(=O)OC)CC=1C(=C2C=NNC2=C(C1)Cl)CCl (methyl 2-{[(benzyloxy)carbonyl]amino}-3-(7-chloro-4-{chloromethyl}-1H-indazol-5-yl)propanoate), COC1=CC=C(CN)C=C1 (4-methoxybenzyl amine), C([O-])(O)=O.[Na+] (sodium bicarbonate). The product is C(C1=CC=CC=C1)OC(=O)NC(C(=O)OC)CC=1C(=C2C=NNC2=C(C1)Cl)CNCC1=CC=C(C=C1)OC (Methyl 2-{[(benzyloxy)carbonyl]amino}-3-(7-chloro-4-{[(4-methoxybenzyl)amino]methyl}-1H-indazol-5-yl)propanoate). The reactants are FCCCBr, O=C([O-])[O-], CN(C)C=O, ClC(Cl)Cl, [K+], [K+], O, Oc1ccc(-c2cn3cc(I)ccc3n2)cc1. Product: FCCCOc1ccc(-c2cn3cc(I)ccc3n2)cc1. RXN SMILES: [Br:24][CH2:25][CH2:26][CH2:27][F:28].[C:18](=[O:19])([O-:20])[O-:21].[CH3:30][N:31]([CH3:32])[CH:33]=[O:34].[CH:35]([Cl:36])([Cl:37])[Cl:38].[K+:22].[K+:23].[OH2:29].[OH:1][c:2]1[cH:3][cH:4][c:5](-[c:8]2[n:9][c:10]3[n:11]([cH:12][c:13]([I:16])[cH:14][cH:15]3)[cH:17]2)[cH:6][cH:7]1>>[O:1]([c:2]1[cH:3][cH:4][c:5](-[c:8]2[n:9][c:10]3[n:11]([cH:12][c:13]([I:16])[cH:14][cH:15]3)[cH:17]2)[cH:6][cH:7]1)[CH2:25][CH2:26][CH2:27][F:28]. Reactants: CC1NC(CC1)C (2,5-dimethylpyrrolidine), COC(=O)C1=NN(C=C1NC(=O)C1=NC(=CC=C1NC=1C=NC=NC1)C1CC1)C (4-{[6-cyclopropyl-3-(pyrimidin-5-ylamino)-pyridine-2-carbonyl]-amino}-1-methyl-1H-pyrazole-3-carboxylic acid methyl ester). The product is CC1N(C(CC1)C)C(=O)C1=NN(C=C1NC(=O)C1=NC(=CC=C1NC=1C=NC=NC1)C1CC1)C (6-Cyclopropyl-3-(pyrimidin-5-ylamino)-pyridine-2-carboxylic acid [3-(2,5-dimethyl-pyrrolidine-1-carbonyl)-1-methyl-1H-pyrazol-4-yl]-amide). Yield: 10.0%. Reaction SMILES: [CH3:1][CH:2]1[CH2:6][CH2:5][CH:4]([CH3:7])[NH:3]1.C[O:9][C:10]([C:12]1[C:16]([NH:17][C:18]([C:20]2[C:25]([NH:26][C:27]3[CH:28]=[N:29][CH:30]=[N:31][CH:32]=3)=[CH:24][CH:23]=[C:22]([CH:33]3[CH2:35][CH2:34]3)[N:21]=2)=[O:19])=[CH:15][N:14]([CH3:36])[N:13]=1)=O>>[CH3:1][CH:2]1[CH2:6][CH2:5][CH:4]([CH3:7])[N:3]1[C:10]([C:12]1[C:16]([NH:17][C:18]([C:20]2[C:25]([NH:26][C:27]3[CH:28]=[N:29][CH:30]=[N:31][CH:32]=3)=[CH:24][CH:23]=[C:22]([CH:33]3[CH2:35][CH2:34]3)[N:21]=2)=[O:19])=[CH:15][N:14]([CH3:36])[N:13]=1)=[O:9]. Reported procedure: According to the general method described in step 5 of example 27, reaction of 2,5-dimethylpyrrolidine with 4-{[6-cyclopropyl-3-(pyrimidin-5-ylamino)-pyridine-2-carbonyl]-amino}-1-methyl-1H-pyrazole-3-carboxylic acid methyl ester provided the title compound (10%) as amorphous yellow solid. The reactants are 1E, BrC1=C2C(C(N(C2=CC=C1)CCCCC)=O)C1=CC2=C(OCO2)C=C1O (4-bromo-3-(6-hydroxy-1,3-benzodioxol-5-yl)-1-pentyl-1,3-dihydro-2H-indol-2-one), ClC=1C=C2C(C(N(C2=CC1)CC(=O)OCC)=O)C=1C(=CC2=C(CCO2)C1)O (ethyl [5-chloro-3-(6-hydroxy-2,3-dihydro-1-benzofuran-5-yl)-2-oxo-2,3-dihydro-1H-indol-1-yl]acetate). The product is ClC=1C=C2C(C(N(C2=CC1)CC(=O)OCC)=O)(CO)C=1C(=CC2=C(CCO2)C1)O (ethyl [5-chloro-3-(6-hydroxy-2,3-dihydro-1-benzofuran-5-yl)-3-(hydroxymethyl)-2-oxo-2,3-dihydro-1H-indol-1-yl]acetate). RXN SMILES: BrC1C=CC=C2C=1C(C1C(O)=CC3OCOC=3C=1)[C:5](=[O:16])N2CCCCC.[Cl:27][C:28]1[CH:29]=[C:30]2[C:34](=[CH:35][CH:36]=1)[N:33]([CH2:37][C:38]([O:40][CH2:41][CH3:42])=[O:39])[C:32](=[O:43])[CH:31]2[C:44]1[C:45]([OH:53])=[CH:46][C:47]2[O:51][CH2:50][CH2:49][C:48]=2[CH:52]=1>>[Cl:27][C:28]1[CH:29]=[C:30]2[C:34](=[CH:35][CH:36]=1)[N:33]([CH2:37][C:38]([O:40][CH2:41][CH3:42])=[O:39])[C:32](=[O:43])[C:31]2([C:44]1[C:45]([OH:53])=[CH:46][C:47]2[O:51][CH2:50][CH2:49][C:48]=2[CH:52]=1)[CH2:5][OH:16]. Procedure: Following the procedure as described in PREPARATION 1E, and making non-critical variations to replace 4-bromo-3-(6-hydroxy-1,3-benzodioxol-5-yl)-1-pentyl-1,3-dihydro-2H-indol-2-one with ethyl [5-chloro-3-(6-hydroxy-2,3-dihydro-1-benzofuran-5-yl)-2-oxo-2,3-dihydro-1H-indol-1-yl]acetate, the title compound was obtained (99%): MS (ES+) m/z 418.7 (M+1). Reaction SMILES: [CH3:1][O:2][c:3]1[cH:4][cH:5][c:6]([CH2:7][n:8]2[n:9][c:10]([I:26])[c:11]3[c:12]2[n:13][cH:14][cH:15][c:16]3[O:17][c:18]2[c:19]([F:25])[cH:20][c:21]([NH2:24])[cH:22][cH:23]2)[cH:27][cH:28]1.[CH3:58][S:59]([CH3:60])=[O:61].[Cu:56][I:57].[K+:50].[K+:51].[N:29]1([C:35](=[O:36])[O:37][C:38]([CH3:39])([CH3:40])[CH3:41])[CH2:30][CH2:31][NH:32][CH2:33][CH2:34]1.[NH:42]1[CH2:43][CH2:44][CH2:45][CH:46]1[C:47]([OH:48])=[O:49].[O-:52][C:53]([O-:54])=[O:55]>>[CH3:1][O:2][c:3]1[cH:4][cH:5][c:6]([CH2:7][n:8]2[n:9][c:10]([N:32]3[CH2:31][CH2:30][N:29]([C:35](=[O:36])[O:37][C:38]([CH3:39])([CH3:40])[CH3:41])[CH2:34][CH2:33]3)[c:11]3[c:12]2[n:13][cH:14][cH:15][c:16]3[O:17][c:18]2[c:19]([F:25])[cH:20][c:21]([NH2:24])[cH:22][cH:23]2)[cH:27][cH:28]1. Product: COc1ccc(Cn2nc(N3CCN(C(=O)OC(C)(C)C)CC3)c3c(Oc4ccc(N)cc4F)ccnc32)cc1. Starting materials: COc1ccc(Cn2nc(I)c3c(Oc4ccc(N)cc4F)ccnc32)cc1, CS(C)=O, [Cu]I, [K+], [K+], CC(C)(C)OC(=O)N1CCNCC1, O=C(O)C1CCCN1, O=C([O-])[O-]. Reactants: CN1C(=NC2=C1C=CC=C2)NC2CCN(CC2)C(=O)OCC ((1-methyl-1H-benzimidazol-2-yl)(1-ethoxycarbonylpiperidin-4-yl)amine), Br (hydrobromic acid), [OH-].[K+] (potassium hydroxide). The solvent is O (water), O (water). Run at time 3 hour. Product: CN1C(=NC2=C1C=CC=C2)NC2CCNCC2 ((1-Methyl-1H-benzimidazol-2-yl)(piperidin-4-yl)amine). Reaction SMILES: [CH3:1][N:2]1[C:6]2[CH:7]=[CH:8][CH:9]=[CH:10][C:5]=2[N:4]=[C:3]1[NH:11][CH:12]1[CH2:17][CH2:16][N:15](C(OCC)=O)[CH2:14][CH2:13]1.Br.[OH-].[K+]>O>[CH3:1][N:2]1[C:6]2[CH:7]=[CH:8][CH:9]=[CH:10][C:5]=2[N:4]=[C:3]1[NH:11][CH:12]1[CH2:17][CH2:16][NH:15][CH2:14][CH2:13]1 |f:2.3|. Reported procedure: Combine (1-methyl-1H-benzimidazol-2-yl)(1-ethoxycarbonylpiperidin-4-yl)amine (0.42 g, 1.4 mmol) and 48% hydrobromic acid (25 mL). Heat to reflux. After 3 hours, cool add water and a solution of potassium hydroxide (5 g) in water (50 mL). Extract twice with dichloromethane. Dry the organic layer over Na2SO4, filter, and evaporate in vacuo to give the title compound. RXN SMILES: [CH2:43]([N:44]=[C:45]=[N:46][CH2:47][CH2:48][CH2:49][N:50]([CH3:51])[CH3:52])[CH3:53].[CH3:55][N:56]([CH3:57])[CH:58]=[O:59].[Cl:14][c:15]1[cH:16][cH:17][c:18](-[c:21]2[c:22]([CH2:26][CH2:27][C:28](=[O:29])[OH:30])[cH:23][n:24][o:25]2)[cH:19][cH:20]1.[ClH:42].[NH2:1][c:2]1[cH:3][cH:4][c:5](-[n:8]2[c:9]([CH3:13])[n:10][cH:11][cH:12]2)[n:6][cH:7]1.[OH2:31].[OH2:54].[OH:32][n:33]1[c:34]2[cH:35][cH:36][cH:37][cH:38][c:39]2[n:40][n:41]1>>[NH:1]([c:2]1[cH:3][cH:4][c:5](-[n:8]2[c:9]([CH3:13])[n:10][cH:11][cH:12]2)[n:6][cH:7]1)[C:28]([CH2:27][CH2:26][c:22]1[c:21](-[c:18]2[cH:17][cH:16][c:15]([Cl:14])[cH:20][cH:19]2)[o:25][n:24][cH:23]1)=[O:29]. The product is Cc1nccn1-c1ccc(NC(=O)CCc2cnoc2-c2ccc(Cl)cc2)cn1. Reactants: CCN=C=NCCCN(C)C, CN(C)C=O, O=C(O)CCc1cnoc1-c1ccc(Cl)cc1, Cl, Cc1nccn1-c1ccc(N)cn1, O, O, On1nnc2ccccc21.